From a dataset of the Open Reaction Database (ORD), a public repository of structured organic reaction records. describe an organic reaction: reactants, conditions, products, and yield Reactants: Cl (Hydrogen chloride), O1CCOCC1 (dioxane), CN1C(=NC=C1)N(NC(=O)OC(C)(C)C)C(=O)OC(C)(C)C (di-tert-butyl 1-(1-methyl-1H-imidazol-2-yl)hydrazine-1,2-dicarboxylate). Solvent: C(C)(=O)OCC (ethyl acetate). Reaction conditions: temperature 22 celsius, time 20 hour. The product is Cl.N(N)C=1N(C=CN1)C (2-Hydrazinyl-1-methyl-1H-imidazole hydrochloride). As a reaction SMILES: [ClH:1].O1CCOCC1.[CH3:8][N:9]1[CH:13]=[CH:12][N:11]=[C:10]1[N:14](C(OC(C)(C)C)=O)[NH:15]C(OC(C)(C)C)=O>C(OCC)(=O)C>[ClH:1].[NH:14]([C:10]1[N:9]([CH3:8])[CH:13]=[CH:12][N:11]=1)[NH2:15] |f:4.5|. Procedure: 4 M Hydrogen chloride in dioxane (50 mL, 200.00 mmol) was added to di-tert-butyl 1-(1-methyl-1H-imidazol-2-yl)hydrazine-1,2-dicarboxylate (Intermediate AV3) (5.9 g, 18.89 mmol) in ethyl acetate (50 mL) at 22° C. The resulting solution was stirred at 22° C. for 20 hours. The reaction mixture was evaporated to dryness to afford the product (2.80 g) which was used without purification. 1H NMR (400 MHz, DMSO) δ 3.38 (3H, s), 6.90 (1H, d), 6.96 (1H, d). Starting materials: ClCCCS(=O)(=O)N1CCC(CC1)NC1=NC=2C3=C(CCC2C=N1)C(=NN3C)C(=O)NC3=C(C=CC=C3CC)CC (8-({1-[(3-chloropropyl)sulfonyl]piperidin-4-yl}amino)-N-(2,6-diethylphenyl)-1-methyl-4,5-dihydro-1H-pyrazolo[4,3-h]quinazoline-3-carboxamide), CN (methylamine). Solvent: ClCCl.CO (dichloromethane methanol), O1CCCC1 (tetrahydrofurane). Reaction conditions: temperature 60 celsius. Yields the product Cl.C(C)C1=C(C(=CC=C1)CC)NC(=O)C1=NN(C2=C1CCC=1C=NC(=NC21)NC2CCN(CC2)S(=O)(=O)CCCNC)C (N-(2,6-Diethylphenyl)-1-methyl-8-[(1-{[3-(methylamino)propyl]sulfonyl}piperidin-4-yl)amino]-4,5-dihydro-1H-pyrazolo[4,3-h]quinazoline-3-carboxamide hydrochloride). Yield: 76.0%. As a reaction SMILES: [Cl:1][CH2:2][CH2:3][CH2:4][S:5]([N:8]1[CH2:13][CH2:12][CH:11]([NH:14][C:15]2[N:24]=[CH:23][C:22]3[CH2:21][CH2:20][C:19]4[C:25]([C:29]([NH:31][C:32]5[C:37]([CH2:38][CH3:39])=[CH:36][CH:35]=[CH:34][C:33]=5[CH2:40][CH3:41])=[O:30])=[N:26][N:27]([CH3:28])[C:18]=4[C:17]=3[N:16]=2)[CH2:10][CH2:9]1)(=[O:7])=[O:6].[CH3:42][NH2:43]>O1CCCC1.ClCCl.CO>[ClH:1].[CH2:38]([C:37]1[CH:36]=[CH:35][CH:34]=[C:33]([CH2:40][CH3:41])[C:32]=1[NH:31][C:29]([C:25]1[C:19]2[CH2:20][CH2:21][C:22]3[CH:23]=[N:24][C:15]([NH:14][CH:11]4[CH2:12][CH2:13][N:8]([S:5]([CH2:4][CH2:3][CH2:2][NH:43][CH3:42])(=[O:7])=[O:6])[CH2:9][CH2:10]4)=[N:16][C:17]=3[C:18]=2[N:27]([CH3:28])[N:26]=1)=[O:30])[CH3:39] |f:3.4,5.6|. Procedure details: To a solution of 8-({1-[(3-chloropropyl)sulfonyl]piperidin-4-yl}amino)-N-(2,6-diethylphenyl)-1-methyl-4,5-dihydro-1H-pyrazolo[4,3-h]quinazoline-3-carboxamide (30 mg, 0.050 mmol) in tetrahydrofurane (2 mL) in a sealed tube, methylamine (40% aqueous solution) (0.5 mL) was added. The mixture was then heated at 60° C. for 20 h. Solvent evaporated to dryness and the crude solid was purified by flash chromatography on silica gel (eluant: dichloromethane/methanol: 8/2) to 23 mg of the title compound (7...